This data is from the Open Reaction Database (ORD), a public repository of structured organic reaction records. The task is: describe an organic reaction: reactants, conditions, products, and yield The reactants are FC=1C=C(C=CC1)CC(=O)O (3-fluorophenylacetic acid), ice, S(O)(O)(=O)=O (sulfuric acid), [N+](=O)(O)[O-] (nitric acid). Conditions: time 24 hour. The product is FC=1C=CC(=C(C1)CC(=O)O)[N+](=O)[O-] (5-fluoro-2-nitrophenylacetic acid). Reaction SMILES: [F:1][C:2]1[CH:3]=[C:4]([CH2:8][C:9]([OH:11])=[O:10])[CH:5]=[CH:6][CH:7]=1.S(=O)(=O)(O)O.[N+:17]([O-])([OH:19])=[O:18]>>[F:1][C:2]1[CH:7]=[CH:6][C:5]([N+:17]([O-:19])=[O:18])=[C:4]([CH2:8][C:9]([OH:11])=[O:10])[CH:3]=1. Procedure details: To a mixture of 23.2 g. of 3-fluorophenylacetic acid and 100 ml. of conc. sulfuric acid is added dropwise 6.5 ml. of conc. nitric acid while maintaining the temperature below 40° C. The mixture is stirred at ambient temperature for 24 hours and then poured onto one kilogram of ice. The resulting precipitate is recovered by filtering, washed with water and dried in vacuo to obtain crude 5-fluoro-2-nitrophenylacetic acid, m.p. 137°-142° C. The reactants are C(C)(=O)N1[C@H](C[C@H](C2=CC(=CC=C12)C1=CC=C(C(=O)OCC)C=C1)N)C (Ethyl 4-((2S,4R)-1-acetyl-4-amino-2-methyl-1,2,3,4-tetrahydroquinolin-6-yl)benzoate), CCN(C(C)C)C(C)C (DIPEA), Intermediate 16, ClC1=NC=C(C#N)C=C1 (6-chloronicotinonitrile). The solvent is CN1CCCC1=O (NMP), CCOC(=O)C (EtOAc), O (water). Reaction conditions: temperature 200 celsius. Product: C(C)(=O)N1[C@H](C[C@H](C2=CC(=CC=C12)C1=CC=C(C(=O)OCC)C=C1)NC1=NC=C(C=C1)C#N)C (ethyl 4-((2S,4R)-1-acetyl-4-((5-cyanopyridin-2-yl)amino)-2-methyl-1,2,3,4-tetrahydroquinolin-6-yl)benzoate). Reaction SMILES: [C:1]([N:4]1[C:13]2[C:8](=[CH:9][C:10]([C:14]3[CH:24]=[CH:23][C:17]([C:18]([O:20][CH2:21][CH3:22])=[O:19])=[CH:16][CH:15]=3)=[CH:11][CH:12]=2)[C@H:7]([NH2:25])[CH2:6][C@@H:5]1[CH3:26])(=[O:3])[CH3:2].Cl[C:28]1[CH:35]=[CH:34][C:31]([C:32]#[N:33])=[CH:30][N:29]=1.CCN(C(C)C)C(C)C>CN1C(=O)CCC1.O.CCOC(C)=O>[C:1]([N:4]1[C:13]2[C:8](=[CH:9][C:10]([C:14]3[CH:24]=[CH:23][C:17]([C:18]([O:20][CH2:21][CH3:22])=[O:19])=[CH:16][CH:15]=3)=[CH:11][CH:12]=2)[C@H:7]([NH:25][C:28]2[CH:35]=[CH:34][C:31]([C:32]#[N:33])=[CH:30][N:29]=2)[CH2:6][C@@H:5]1[CH3:26])(=[O:3])[CH3:2]. Reported procedure: Ethyl 4-((2S,4R)-1-acetyl-4-amino-2-methyl-1,2,3,4-tetrahydroquinolin-6-yl)benzoate (for a preparation, see Intermediate 16) (300 mg, 0.851 mmol) and 6-chloronicotinonitrile (236 mg, 1.702 mmol) in anhydrous NMP (5 mL) were treated with DIPEA (0.445 mL, 2.55 mmol). The reaction vial was sealed and heated under microwave irradiation to 200° C. for 2 h. The cooled solution was diluted with water to −20 mL, stirred and the resulting sticky solid isolated by decantation. The solid was dissolved in E...